From a dataset of the Open Reaction Database (ORD), a public repository of structured organic reaction records. describe an organic reaction: reactants, conditions, products, and yield The reactants are ClC1=CC=CC=2N1N=C(N2)NC(C2=CC=CC=C2)=O (N-(5-chloro[1,2,4]triazolo[1,5-a]pyridin-2-yl)benzamide), COCCCN (3-methoxypropylamine). Run in C1CCOC1 (THF). Yields the product COCCCNC1=CC=CC=2N1N=C(N2)NC(C2=CC=CC=C2)=O (N-{5-[(3-methoxypropyl)amino][1,2,4]triazolo[1,5-a]pyridin-2-yl}benzamide). As a reaction SMILES: Cl[C:2]1[N:7]2[N:8]=[C:9]([NH:11][C:12](=[O:19])[C:13]3[CH:18]=[CH:17][CH:16]=[CH:15][CH:14]=3)[N:10]=[C:6]2[CH:5]=[CH:4][CH:3]=1.[CH3:20][O:21][CH2:22][CH2:23][CH2:24][NH2:25]>C1COCC1>[CH3:20][O:21][CH2:22][CH2:23][CH2:24][NH:25][C:2]1[N:7]2[N:8]=[C:9]([NH:11][C:12](=[O:19])[C:13]3[CH:18]=[CH:17][CH:16]=[CH:15][CH:14]=3)[N:10]=[C:6]2[CH:5]=[CH:4][CH:3]=1. Procedure details: The title compound was prepared following procedure described for example 30 but starting from N-(5-chloro[1,2,4]triazolo[1,5-a]pyridin-2-yl)benzamide ((B3), 50 mg; 0.18 mmol; 1.0 eq.) and 3-methoxypropylamine (195 μl; 1.91 mmol; 10.0 eq.) in THF (3.0 mL), 90° C., 12 h, as white needles (35 mg; 56%). HPLC, Rt: 1.95 min. (purity 99.3%). LC/MS, M+(ESI): 326.2.